describe an organic reaction: reactants, conditions, products, and yield From a dataset of the Open Reaction Database (ORD), a public repository of structured organic reaction records. As a reaction SMILES: [F:1][C:2]1[CH:3]=[C:4]([CH:7]=[CH:8][C:9]=1[CH2:10][C:11]1[CH:12]=[C:13]2[C:17](=[C:18]([CH3:21])[C:19]=1[CH3:20])[CH2:16][N:15]([C@H:22]1[C@H:27]([OH:28])[CH2:26][CH2:25][O:24][CH2:23]1)[C:14]2=[O:29])[C:5]#[N:6].C(=O)([O-])[O-:31].[K+].[K+].OO>CS(C)=O.O>[F:1][C:2]1[CH:3]=[C:4]([CH:7]=[CH:8][C:9]=1[CH2:10][C:11]1[CH:12]=[C:13]2[C:17](=[C:18]([CH3:21])[C:19]=1[CH3:20])[CH2:16][N:15]([C@H:22]1[C@H:27]([OH:28])[CH2:26][CH2:25][O:24][CH2:23]1)[C:14]2=[O:29])[C:5]([NH2:6])=[O:31] |f:1.2.3|. The product is FC=1C=C(C(=O)N)C=CC1CC=1C=C2C(N(CC2=C(C1C)C)[C@@H]1COCC[C@H]1O)=O (rac-3-fluoro-4-((2-(trans-4-hydroxytetrahydro-2H-pyran-3-yl)-6,7-dimethyl-3-oxoisoindolin-5-yl)methyl)benzamide). The reactants are FC=1C=C(C#N)C=CC1CC=1C=C2C(N(CC2=C(C1C)C)[C@@H]1COCC[C@H]1O)=O (rac-3-fluoro-4-((2-(trans-4-hydroxytetrahydro-2H-pyran-3-yl)-6,7-dimethyl-3-oxoisoindolin-5-yl)methyl)benzonitrile), C([O-])([O-])=O.[K+].[K+] (potassium carbonate), OO (hydrogen peroxide). Solvent: O (water), CS(=O)C (DMSO). Conditions: time 3 hour. Procedure details: To a mixture of rac-3-fluoro-4-((2-(trans-4-hydroxytetrahydro-2H-pyran-3-yl)-6,7-dimethyl-3-oxoisoindolin-5-yl)methyl)benzonitrile (0.08 g) and potassium carbonate (0.08 g) in DMSO (2.00 mL) was added 35% aqueous hydrogen peroxide (0.17 mL) under ice-cooling, and the mixture was stirred at room temperature for 3 hr. The reaction solution was diluted with water, and the mixture was extracted with ethyl acetate-THF. The organic layer was washed with saturated brine, and dried over anhydrous magnes... Isolated yield 83.7%. Reactants: BrC1=CC(=C(C(=O)N)C(=C1)C)F (4-bromo-2-fluoro-6-methylbenzamide), C1(CC1)B(O)O (cyclopropylboronic acid), C1(CCCCC1)P(C1CCCCC1)C1CCCCC1 (tricyclohexylphosphine), (dibenzyllideneacetone)dipalladium(0) chloroform, C([O-])([O-])=O.[K+].[K+] (potassium carbonate), [OH-].[NH4+] (ammonium hydroxide). Run in O (water), C(C)(=O)OCC (ethyl acetate), CCCCCCC (heptane), C(C)(=O)OCC (ethyl acetate), C1(=CC=CC=C1)C (toluene). Conditions: temperature 60 celsius. Product: C1(CC1)C1=CC(=C(C(=O)N)C(=C1)C)F (4-Cyclopropyl-2-fluoro-6-methylbenzamide). As a reaction SMILES: Br[C:2]1[CH:10]=[C:9]([CH3:11])[C:5]([C:6]([NH2:8])=[O:7])=[C:4]([F:12])[CH:3]=1.[CH:13]1(B(O)O)[CH2:15][CH2:14]1.C1(P(C2CCCCC2)C2CCCCC2)CCCCC1.C(=O)([O-])[O-].[K+].[K+].[OH-].[NH4+]>C1(C)C=CC=CC=1.O.CCCCCCC.C(OCC)(=O)C>[CH:13]1([C:2]2[CH:10]=[C:9]([CH3:11])[C:5]([C:6]([NH2:8])=[O:7])=[C:4]([F:12])[CH:3]=2)[CH2:15][CH2:14]1 |f:3.4.5,6.7|. Procedure details: A mixture of 4-bromo-2-fluoro-6-methylbenzamide (10 g), cyclopropylboronic acid (4.87 g, 1.25 eq), tricyclohexylphosphine (725 mg, 0.06 eq), tris (dibenzyllideneacetone)dipalladium(0) chloroform adduct (446 mg, 0.01 eq) and potassium carbonate (17.9 g, 3 eq) in toluene (100 ml) and water (10 ml) was stirred under reflux in an inert (nitrogen) environment for about 24 h. The reaction mixture was then cooled to about 60° C. and treated with 10% aqueous ammonium hydroxide (60 ml) and then with ethy... As a reaction SMILES: [Al+3:16].[CH3:22][O:23][S:24]([O:25][CH3:26])(=[O:27])=[O:28].[CH3:31][CH2:32][O:33][CH2:34][CH3:35].[Cl:1][CH2:2][CH2:3][CH2:4][c:5]1[cH:6][cH:7][c:8]([S:11]([Cl:12])(=[O:13])=[O:14])[cH:9][cH:10]1.[ClH:21].[H-:15].[H-:18].[H-:19].[H-:20].[Li+:17].[Na+:30].[OH-:29]>>[Cl:1][CH2:2][CH2:3][CH2:4][c:5]1[cH:6][cH:7][c:8]([S:11][CH3:22])[cH:9][cH:10]1. The reactants are [Al+3], COS(=O)(=O)OC, CCOCC, O=S(=O)(Cl)c1ccc(CCCCl)cc1, Cl, [H-], [H-], [H-], [H-], [Li+], [Na+], [OH-]. Yields the product CSc1ccc(CCCCl)cc1. The reactants are C(CCCCCCC(C)C)O (isodecyl alcohol), C(C(=C)C)(=O)OC (methyl methacrylate), hafnium actylacetonate, C(C)N(O)CC (diethylhydroxylamine), C1=CC=CC=2SC3=CC=CC=C3NC12 (phenothiazine), C(CCCCCCC(C)C)O (isodecanol). Run at time 90 minute. Product: C(C(=C)C)(=O)OCCCCCCCC(C)C (Isodecyl Methacrylate). The yield is 99.0%. Reaction SMILES: [CH2:1]([OH:11])[CH2:2][CH2:3][CH2:4][CH2:5][CH2:6][CH2:7][CH:8]([CH3:10])[CH3:9].[C:12](OC)(=[O:16])[C:13]([CH3:15])=[CH2:14].C(N(CC)O)C.C1C2NC3C(=CC=CC=3)SC=2C=CC=1>>[C:12]([O:11][CH2:1][CH2:2][CH2:3][CH2:4][CH2:5][CH2:6][CH2:7][CH:8]([CH3:9])[CH3:10])(=[O:16])[C:13]([CH3:15])=[CH2:14]. Procedure details: Four hundred seventy four grams (3.0 moles) of isodecyl alcohol, 750 g (7.5 moles) of methyl methacrylate (MMA), 1.75 g (3.0 millimol) of hafnium actylacetonate, and 50 mg diethylhydroxylamine and 25 mg phenothiazine free radical polymerization inhibitors, are added to a 3 liter flask equipped with an agitator, thermometer, and a 10-plate Oldershaw fractional distillation column. The mixture was heated to reflux at atmospheric pressure while an azeotropic mixture of MMA and methanol was removed ... The reactants are C(C)OC(CC1=C(C(=NC=C1Cl)NCC(C1=[N+](C=CC=C1)[O-])(F)F)F)=O (Ethyl(5-chloro-2-{[2,2-difluoro-2-(1-oxido-2-pyridinyl)ethyl]amino}-3-fluoro-4-pyridinyl)acetate), [Li+].[OH-] (LiOH), Cl (HCl), [Li+].[OH-] (LiOH). The solvent is CO (MeOH). Reaction conditions: time 16 hour. Yields the product ClC=1C(=C(C(=NC1)NCC(C1=[N+](C=CC=C1)[O-])(F)F)F)CC(=O)O ((5-Chloro-2-{[2,2-difluoro-2-(1-oxido-2-pyridinyl)ethyl]amino}-3-fluoro-4-pyridinyl)acetic acid). RXN SMILES: C([O:3][C:4](=[O:26])[CH2:5][C:6]1[C:11]([Cl:12])=[CH:10][N:9]=[C:8]([NH:13][CH2:14][C:15]([F:24])([F:23])[C:16]2[CH:21]=[CH:20][CH:19]=[CH:18][N+:17]=2[O-:22])[C:7]=1[F:25])C.[Li+].[OH-].Cl>CO>[Cl:12][C:11]1[C:6]([CH2:5][C:4]([OH:26])=[O:3])=[C:7]([F:25])[C:8]([NH:13][CH2:14][C:15]([F:23])([F:24])[C:16]2[CH:21]=[CH:20][CH:19]=[CH:18][N+:17]=2[O-:22])=[N:9][CH:10]=1 |f:1.2|. Procedure: To a solution of 0.58 g (1.49 mmol) ethyl(5-chloro-2-{[2,2-difluoro-2-(1-oxido-2-pyridinyl)ethyl]amino}-3-fluoro-4-pyridinyl)acetate 1-8 in 10 mL MeOH was added 1.64 mL (1.64 mmol, 1M aqueous solution) LiOH and the reaction mixture allowed to stir 16 hours at room temperature, then 0.16 mL (0.16 mmol) more LiOH was added and the mixture heated to 45° C. for 4 h, then cooled. To this was added 0.15 mL (1.79 mmol, 12M solution) HCl and the mixture concentrated to give (5-chloro-2-{[2,2-difluoro-2-... Starting materials: S1C=NC=C1 (thiazole), C(C)(C)(C)OC(=O)N1[C@H](CCC1)COC1=CC=C(C=C1)CC1=CC=C(C=C1)I ((R)-2-[4-(4-iodo-benzyl)-phenoxymethyl]-pyrrolidine-1-carboxylic acid tert-butyl ester). Yields the product C(C)(C)(C)OC(=O)N1[C@H](CCC1)COC1=CC=C(C=C1)CC1=CC=C(C=C1)C=1SC=CN1 ((R)-2-[4-(4-Thiazol-2-yl-benzyl)-phenoxymethyl]-pyrrolidine-1-carboxylic acid tert-butyl ester). Isolated yield 99.9%. RXN SMILES: [S:1]1[CH:5]=[CH:4][N:3]=[CH:2]1.[C:6]([O:10][C:11]([N:13]1[CH2:17][CH2:16][CH2:15][C@@H:14]1[CH2:18][O:19][C:20]1[CH:25]=[CH:24][C:23]([CH2:26][C:27]2[CH:32]=[CH:31][C:30](I)=[CH:29][CH:28]=2)=[CH:22][CH:21]=1)=[O:12])([CH3:9])([CH3:8])[CH3:7]>>[C:6]([O:10][C:11]([N:13]1[CH2:17][CH2:16][CH2:15][C@@H:14]1[CH2:18][O:19][C:20]1[CH:21]=[CH:22][C:23]([CH2:26][C:27]2[CH:28]=[CH:29][C:30]([C:2]3[S:1][CH:5]=[CH:4][N:3]=3)=[CH:31][CH:32]=2)=[CH:24][CH:25]=1)=[O:12])([CH3:9])([CH3:7])[CH3:8]. Procedure details: The title compound (90 mg, 99%) was prepared from thiazole (0.07 g, 0.8 mmol) and (R)-2-[4-(4-iodo-benzyl)-phenoxymethyl]-pyrrolidine-1-carboxylic acid tert-butyl ester (0.1 g, 0.2 mmol) using the procedure of Example 146, step 1, 1HNMR (400 Hz, CDCl3) δ 7.88 (d, J=8.4 Hz, 2H), 7.84 (d, J=3.2 Hz, 1H), 7.30 (d, J=3.2 Hz, 1H), 7.25 (d, J=8.4 Hz, 2H), 7.10 (d, J=8 Hz, 2H), 6.86 (br d, J=7.2 Hz, 2H), 4.10 (br, 2H), 3.96 (s, 2H), 3.9-3.75 (br, 2H), 3.40 (br, 2H), 2.03-1.84 (br, 4H), 1.46 (s, 9H) MS? The product is Cl.BrC=1C=C(C=CC1CN1C=NC=C1)C=CC(=O)O (3-[3-bromo-4-(imidazol-1-ylmethyl)phenyl]prop-2-enoic acid hydrochloride). As a reaction SMILES: [Br:1][C:2]1[CH:3]=[C:4]([CH:14]=[CH:15][C:16]([O:18]CC)=[O:17])[CH:5]=[CH:6][C:7]=1[CH2:8][N:9]1[CH:13]=[CH:12][N:11]=[CH:10]1.[ClH:21]>>[ClH:21].[Br:1][C:2]1[CH:3]=[C:4]([CH:14]=[CH:15][C:16]([OH:18])=[O:17])[CH:5]=[CH:6][C:7]=1[CH2:8][N:9]1[CH:13]=[CH:12][N:11]=[CH:10]1 |f:2.3|. Starting materials: BrC=1C=C(C=CC1CN1C=NC=C1)C=CC(=O)OCC (ethyl 3-[3-bromo-4-(imidazol-1-ylmethyl)phenyl]prop-2-enoate), Cl (hydrochloric acid). Reported procedure: A mixture of ethyl 3-[3-bromo-4-(imidazol-1-ylmethyl)phenyl]prop-2-enoate (0.12 g) in hydrochloric acid (2 ml, 6M) was stirred and heated under reflux for 2 h. The reaction mixture was concentrated under reduced pressure and toluene (5 ml) was added and the reaction mixture was again concentrated to give a white solid. Recrystallisation of the solid from ethanol/ether gave 3-[3-bromo-4-(imidazol-1-ylmethyl)phenyl]prop-2-enoic acid hydrochloride as a white solid, m.p. 247°-249°. Starting materials: aqueous solution, glass, N (ammonia), FC(CN1CCC(CC1)=O)(F)F.C(CCC)O (1-(2,2,2-trifluoroethyl)piperidin-4-one butanol). The reagents and catalysts are [Pd] (Pd/C). Run in CO (methanol). Conditions: time 18 hour. Product: FC(CN1CCC(CC1)N)(F)F (1-(2,2,2-trifluoroethyl)piperidin-4-amine). Reaction SMILES: [NH3:1].[F:2][C:3]([F:13])([F:12])[CH2:4][N:5]1[CH2:10][CH2:9][C:8](=O)[CH2:7][CH2:6]1.C(O)CCC>CO.[Pd]>[F:2][C:3]([F:13])([F:12])[CH2:4][N:5]1[CH2:10][CH2:9][CH:8]([NH2:1])[CH2:7][CH2:6]1 |f:1.2|. Reported procedure: A 25% aqueous solution of ammonia (170 mL), 10% Pd/C (7.4 g), and a solution of the above 1-(2,2,2-trifluoroethyl)piperidin-4-one/butanol mixture (72.5 g, 0.344 mol, 86:14 weight ratio) in methanol (420 mL) were placed into a 2 L glass autoclave purged with argon. The reaction mixture was hydrogenated in a Parr apparatus at a hydrogen pressure of 40 psi for 18 h. The catalyst was removed by filtration. The filtrate was concentrated in vacuo to 150 mL. Potash (46 g) and ether (200 mL) were added,...